From a dataset of the Open Reaction Database (ORD), a public repository of structured organic reaction records. describe an organic reaction: reactants, conditions, products, and yield Reactants: 17, Br.Br.N1(CCNCC1)C1=CC=C(C=C1)O (4-(1-piperazinyl)phenol dihydrobromide), C(OCC)(=O)Cl (ethyl carbonochloridate), C([O-])([O-])=O.[K+].[K+] (potassium carbonate). The solvent is O1CCOCC1 (1,4-dioxane). Yields the product OC1=CC=C(C=C1)N1CCN(CC1)C(=O)OCC (ethyl 4-(4-hydroxyphenyl)-1-piperazinecarboxylate). As a reaction SMILES: Br.Br.[N:3]1([C:9]2[CH:14]=[CH:13][C:12]([OH:15])=[CH:11][CH:10]=2)[CH2:8][CH2:7][NH:6][CH2:5][CH2:4]1.[C:16](Cl)(=[O:20])[O:17][CH2:18][CH3:19].C(=O)([O-])[O-].[K+].[K+]>O1CCOCC1>[OH:15][C:12]1[CH:11]=[CH:10][C:9]([N:3]2[CH2:4][CH2:5][N:6]([C:16]([O:17][CH2:18][CH3:19])=[O:20])[CH2:7][CH2:8]2)=[CH:14][CH:13]=1 |f:0.1.2,4.5.6|. Procedure: A mixture of 17 parts of 4-(1-piperazinyl)phenol dihydrobromide, 7 parts of ethyl carbonochloridate, 21 parts of potassium carbonate and 250 parts of 1,4-dioxane is stirred and refluxed for 48 hours. The reaction mixture is filtered, while hot and the filtrate is evaporated. The solid residue is dissolved in a diluted hydrochloric acid solution. The solution is alkalized with ammonium hydroxide. The product is filtered off and dried, yielding 3.5 parts of ethyl 4-(4-hydroxyphenyl)-1-piperazineca... Reaction SMILES: [Si:1]([O:8][CH2:9][C:10]#[C:11][C:12]([OH:14])=O)([C:4]([CH3:7])([CH3:6])[CH3:5])([CH3:3])[CH3:2].[C:15]([O-])([O-])=O.[Na+].[Na+].CN([CH:24]=[O:25])C>CCOC(C)=O>[Si:1]([O:8][CH2:9][C:10]#[C:11][C:12]([O:25][CH2:24][CH3:15])=[O:14])([C:4]([CH3:7])([CH3:6])[CH3:5])([CH3:3])[CH3:2] |f:1.2.3|. Procedure: To a solution/suspension of 2.0 g of 4-(t-butyldimethylsilyloxy)-2-butynoic acid and 1.48 g Na2CO3 in 37 mL DMF under N2 was added slowly 1.58 mL Et2SO4. After stirring overnight, the reaction was diluted with EtOAc and washed several times with H2O. The organic extract was then washed with brine and dried over MgSO4. Filtration, evaporation and flash chromatography with a 5%-10% Et2O/hexanes gradient provided 1.58 g of pure product. The product is [Si](C)(C)(C(C)(C)C)OCC#CC(=O)OCC (Ethyl 4-(t-butyldimethylsilyloxy)-2-butynoate). The reactants are [Si](C)(C)(C(C)(C)C)OCC#CC(=O)O (4-(t-butyldimethylsilyloxy)-2-butynoic acid), C(=O)([O-])[O-].[Na+].[Na+] (Na2CO3), CN(C)C=O (DMF). The solvent is CCOC(=O)C (EtOAc). Run at time 8 hour. Reactants: CC(=O)OC(C)=O, CC(=O)O, O=C(O)c1cccc(Cl)c1S, Cl. The product is CC(=O)Sc1c(Cl)cccc1C(=O)O. As a reaction SMILES: [CH3:12][C:13](=[O:14])[O:15][C:16](=[O:17])[CH3:18].[CH3:20][C:21](=[O:22])[OH:23].[Cl:1][c:2]1[c:3]([SH:11])[c:4]([C:5](=[O:6])[OH:7])[cH:8][cH:9][cH:10]1.[ClH:19]>>[Cl:1][c:2]1[c:3]([S:11][C:13]([CH3:12])=[O:14])[c:4]([C:5](=[O:6])[OH:7])[cH:8][cH:9][cH:10]1. Starting materials: ClC=C(Cl)Cl (trichloroethylene), S(O)(O)(=O)=O (sulfuric acid), C1(=CC=CC=C1)OC (anisole), chloroacetal, ice water. The solvent is C(C)(=O)O (acetic acid). Reaction conditions: temperature 15 celsius. Product: COC1=CC=C(C=C1)C(CCl)C1=CC=C(C=C1)OC (1,1-bis(4-methoxyphenyl)-2-chloroethane). Reaction SMILES: [Cl:1][CH:2]=[C:3](Cl)Cl.[C:6]1([O:12][CH3:13])[CH:11]=[CH:10][CH:9]=[CH:8][CH:7]=1.S(=O)(=O)(O)O>C(O)(=O)C>[CH3:13][O:12][C:6]1[CH:11]=[CH:10][C:9]([CH:3]([C:9]2[CH:10]=[CH:11][C:6]([O:12][CH3:13])=[CH:7][CH:8]=2)[CH2:2][Cl:1])=[CH:8][CH:7]=1. Procedure: To a 500-milliliter jacketed flask equipped with a mechanical stirrer, thermometer, and dropping funnel, and cooled to approximately 2° C. with circulating trichloroethylene thermostated cooling liquid, was charged 43.2 grams (0.40 mole) of anisole and 30.6 grams (0.20 mole) of commercial chloroacetal. To the cooled and stirred solution was added a solution of 80.0 grams (0.82 mole) of concentrated sulfuric acid dissolved in 50 milliliters of glacial acetic acid over a 1.17-hour period (1 hour a... Starting materials: [C@@H]1([C@H](O)[C@@H](O)[C@H](O)[C@H](O1)CO)C1=CC(=CC=C1)CC=1SC(=CC1)CC (1-(β-D-glucopyranosyl)-3-(5-ethyl-2-thienylmethyl)benzene), C1(=CC=CC=C1)C1=CC=C(S1)C(=O)C1=C(C=CC(=C1)Br)C(F)(F)F (5-bromo-2-trifluoromethylphenyl 5-phenyl-2-thienyl ketone), O1CCCC1 (tetrahydrofuran), [BH4-].[Na+] (sodium borohydride). Run in CO (methanol). Conditions: time 3 hour. The product is BrC=1C=CC(=C(C1)CC=1SC(=CC1)C1=CC=CC=C1)C(F)(F)F (5-bromo-1-(5-phenyl-2-thienylmethyl)-2-trifluoromethylbenzene). Yield: 87.3%. As a reaction SMILES: [C@@H]1(C2C=CC=C(CC3SC(CC)=CC=3)C=2)O[C@H](CO)[C@@H](O)[C@H](O)[C@H]1O.[C:26]1([C:32]2[S:36][C:35]([C:37]([C:39]3[CH:44]=[C:43]([Br:45])[CH:42]=[CH:41][C:40]=3[C:46]([F:49])([F:48])[F:47])=O)=[CH:34][CH:33]=2)[CH:31]=[CH:30][CH:29]=[CH:28][CH:27]=1.O1CCCC1.[BH4-].[Na+]>CO>[Br:45][C:43]1[CH:42]=[CH:41][C:40]([C:46]([F:49])([F:47])[F:48])=[C:39]([CH2:37][C:35]2[S:36][C:32]([C:26]3[CH:31]=[CH:30][CH:29]=[CH:28][CH:27]=3)=[CH:33][CH:34]=2)[CH:44]=1 |f:3.4|. Reported procedure: To a solution of the above methyl 5-bromo-2-iodobenzoate (4.65 g) in N-methyl-2-pyrrolydinone (20 ml) were added copper (I) bromide (235 mg) and methyl 2,2-difluoro-2-(fluorosulfonyl)acetate (2.6 ml), and the mixture was stirred under heating at 120° C. for 1.5 hours. The reaction mixture was cooled, and added thereto were 10% aqueous hydrochloric acid solution and ethyl acetate. Insoluble materials were filtered off, and an organic layer of the filtrate was washed with water for 4 times, and su... Starting materials: CN(C(=N)N[N+](=O)[O-])N=O (1-methyl-3-nitro-1-nitrosoguanidine), C(C)OCC (diethyl ether), [OH-].[Na+] (NaOH), S1C=NC2=C1C=C(C=C2)C(=O)O (benzothiazole-6-carboxylic acid). The solvent is C1CCOC1 (THF). The product is COC(=O)C1=CC2=C(N=CS2)C=C1 (Benzothiazole-6-carboxylic acid methyl ester). Isolated yield 102.0%. Reaction SMILES: [CH3:1]N(N=O)C(N[N+]([O-])=O)=N.C(OCC)C.[OH-].[Na+].[S:18]1[C:22]2[CH:23]=[C:24]([C:27]([OH:29])=[O:28])[CH:25]=[CH:26][C:21]=2[N:20]=[CH:19]1>C1COCC1>[CH3:1][O:28][C:27]([C:24]1[CH:25]=[CH:26][C:21]2[N:20]=[CH:19][S:18][C:22]=2[CH:23]=1)=[O:29] |f:2.3|. Reported procedure: Add 1-methyl-3-nitro-1-nitrosoguanidine (5.0 g, 33.9 mmol) to a mixture of diethyl ether (20 mL) and 1N aqueous NaOH (20 mL) at ambient temperature. Separate the organic layer and add it slowly to a solution of benzothiazole-6-carboxylic acid (1.0 g, 5.58 mmol) in THF (50 mL) at 0° C. Evaporate the solvent to obtain the desired intermediate as a yellow solid (1.1 g, 100%). MS (ES+) m/z: 194 (M+H)+.